describe an organic reaction: reactants, conditions, products, and yield From a dataset of the Open Reaction Database (ORD), a public repository of structured organic reaction records. The product is FC(C(C(=O)O)C(F)(F)F)(OC)F (3,3-Difluoro-3-methoxy-2-trifluoromethylpropionic acid). Procedure: A solution of 50 g (0.28 mol) of perfluoromethacryloyl fluoride in 100 ml of ether was stirred at 0°C while 9.0 g (0.28 mol) of methanol was added at a rate sufficient to keep the reaction mixture near 20°C. When the addition was complete, 100 g of anhydrous NaF was added, and the mixture was stirred while 5.4 g (0.30 mol) of water was added. The temperature was not allowed to go above 35°C. After having stood overnight, the reaction mixture was filtered and distilled. It was necessary to keep t... Run at time 8 hour. Solvent: CCOCC (ether). Reaction SMILES: [F:1][C:2]([F:11])=[C:3]([C:7]([F:10])([F:9])[F:8])[C:4](F)=[O:5].[CH3:12][OH:13].[F-].[Na+].[OH2:16]>CCOCC>[F:1][C:2]([F:11])([O:13][CH3:12])[CH:3]([C:7]([F:10])([F:9])[F:8])[C:4]([OH:16])=[O:5] |f:2.3|. Starting materials: FC(=C(C(=O)F)C(F)(F)F)F (perfluoromethacryloyl fluoride), CO (methanol), O (water), [F-].[Na+] (NaF).